From a dataset of the Open Reaction Database (ORD), a public repository of structured organic reaction records. describe an organic reaction: reactants, conditions, products, and yield The product is CC(C)(C(=O)O)S(=O)(=O)C1CCN(S(C)(=O)=O)CC1. The reactants are CCOC(=O)C(C)(C)S(=O)(=O)C1CCN(S(C)(=O)=O)CC1, [Li+], C1COCCO1, [OH-], O, O. RXN SMILES: [CH2:1]([CH3:2])[O:3][C:4]([C:5]([CH3:6])([CH3:7])[S:8](=[O:9])(=[O:10])[CH:11]1[CH2:12][CH2:13][N:14]([S:17](=[O:18])(=[O:19])[CH3:20])[CH2:15][CH2:16]1)=[O:21].[Li+:24].[O:26]1[CH2:27][CH2:28][O:29][CH2:30][CH2:31]1.[OH-:23].[OH2:22].[OH2:25]>>[O:3]=[C:4]([C:5]([CH3:6])([CH3:7])[S:8](=[O:9])(=[O:10])[CH:11]1[CH2:12][CH2:13][N:14]([S:17](=[O:18])(=[O:19])[CH3:20])[CH2:15][CH2:16]1)[OH:21].